Dataset: the Open Reaction Database (ORD), a public repository of structured organic reaction records. Task: describe an organic reaction: reactants, conditions, products, and yield Starting materials: C[Si](C)(C)[N-][Si](C)(C)C.[Na+] (Sodium bis(trimethylsilyl)amide), FC(C=1C=C(C=C(C1)C(F)(F)F)CC(=O)N1C(OC[C@@H]1CC1=CC=CC=C1)=O)(F)F ((4S)-3-[3,5-bis(trifluoromethyl)benzeneacetyl]-4-(phenylmethyl)-2-oxazolidinone), [Cl-].[NH4+] (ammonium chloride), IC (Iodomethane). The solvent is O1CCCC1 (tetrahydrofuran). Conditions: temperature -78 celsius, time 1 hour. Yields the product O=C([C@@H](C)C1=CC(=CC(=C1)C(F)(F)F)C(F)(F)F)N1C(OC[C@@H]1CC1=CC=CC=C1)=O ((4S)-3-{(2S)-1-Oxo-2-[3,5-bis(trifluoromethyl)phenyl]propyl}-4-(phenylmethyl)-2-oxazolidinone). The yield is 68.7%. As a reaction SMILES: C[Si]([N-][Si](C)(C)C)(C)C.[Na+].[F:11][C:12]([F:40])([F:39])[C:13]1[CH:14]=[C:15]([CH2:23][C:24]([N:26]2[C@@H:30]([CH2:31][C:32]3[CH:37]=[CH:36][CH:35]=[CH:34][CH:33]=3)[CH2:29][O:28][C:27]2=[O:38])=[O:25])[CH:16]=[C:17]([C:19]([F:22])([F:21])[F:20])[CH:18]=1.I[CH3:42].[Cl-].[NH4+]>O1CCCC1>[O:25]=[C:24]([N:26]1[C@@H:30]([CH2:31][C:32]2[CH:37]=[CH:36][CH:35]=[CH:34][CH:33]=2)[CH2:29][O:28][C:27]1=[O:38])[C@H:23]([C:15]1[CH:16]=[C:17]([C:19]([F:20])([F:21])[F:22])[CH:18]=[C:13]([C:12]([F:11])([F:39])[F:40])[CH:14]=1)[CH3:42] |f:0.1,4.5|. Procedure details: Sodium bis(trimethylsilyl)amide (1M in tetrahydrofuran, 19.3 mL) was added slowly to a stirred, cooled (−78° C.) solution of (4S)-3-[3,5-bis(trifluoromethyl)benzeneacetyl]-4-(phenylmethyl)-2-oxazolidinone (Description 36, 7.25 g, 16.8 mmol) in tetrahydrofuran (60 mL) and the mixture was stirred at −78° C. for 1 hour. Iodomethane (21 mL, 33.6 mmol) was added and the mixture was stirred at −78° C. for 30 minutes, at 0° C. for 1 hour, then at room temperature overnight. Saturated aqueous ammonium c... Starting materials: CC(C)(C)[Si](C)(C)Oc1cccc(S)c1, CCOC(=O)C1CCCN1C(=O)Cl, C1CCOC1, CCOC(C)=O, [H-], [Na+]. The product is CCOC(=O)C1CCCN1C(=O)Sc1cccc(O[Si](C)(C)C(C)(C)C)c1. As a reaction SMILES: [C:3]([CH3:4])([CH3:5])([CH3:6])[Si:7]([O:8][c:9]1[cH:10][c:11]([SH:15])[cH:12][cH:13][cH:14]1)([CH3:16])[CH3:17].[CH2:18]([CH3:19])[O:20][C:21](=[O:22])[CH:23]1[N:24]([C:28](=[O:29])[Cl:30])[CH2:25][CH2:26][CH2:27]1.[CH2:31]1[O:32][CH2:33][CH2:34][CH2:35]1.[CH3:36][CH2:37][O:38][C:39](=[O:40])[CH3:41].[H-:1].[Na+:2]>>[C:3]([CH3:4])([CH3:5])([CH3:6])[Si:7]([O:8][c:9]1[cH:10][c:11]([S:15][C:28]([N:24]2[CH:23]([C:21]([O:20][CH2:18][CH3:19])=[O:22])[CH2:27][CH2:26][CH2:25]2)=[O:29])[cH:12][cH:13][cH:14]1)([CH3:16])[CH3:17]. The reactants are FC1=CC=C(C=C1)C(CC1=CC(=NC=C1)F)=O (1-(4-fluorophenyl)-2-(2-fluoropyridin-4-yl)ethanone), C(C)(C)(C)ON=O (t-butylnitrite), Cl (HCl). Solvent: C(C)O (ethanol), C(C)O (ethanol). Reaction conditions: temperature -5 celsius, time 8 hour. Product: FC1=CC=C(C=C1)C(C(=NO)C1=CC(=NC=C1)F)=O (1-(4-fluorophenyl)-2-(2-fluoropyridin-4-yl)ethane-1,2-dione 2-oxime). RXN SMILES: [F:1][C:2]1[CH:7]=[CH:6][C:5]([C:8](=[O:17])[CH2:9][C:10]2[CH:15]=[CH:14][N:13]=[C:12]([F:16])[CH:11]=2)=[CH:4][CH:3]=1.C([O:22][N:23]=O)(C)(C)C.Cl>C(O)C>[F:1][C:2]1[CH:3]=[CH:4][C:5]([C:8](=[O:17])[C:9]([C:10]2[CH:15]=[CH:14][N:13]=[C:12]([F:16])[CH:11]=2)=[N:23][OH:22])=[CH:6][CH:7]=1. Procedure: To a solution of 1-(4-fluorophenyl)-2-(2-fluoropyridin-4-yl)ethanone (43 g, 0.184 mol) in ethanol (800 mL) at −10° C. was added dropwise t-butylnitrite (24.1 mL, 0.20 mol) over 10 minutes followed by 2.5 M HCl in absolute ethanol (60 mL, 0.15 mol). The reaction temperature was maintained at −5° C. during these additions. After addition was complete, the dry ice bath was removed and the reaction was allowed to warm to RT and stirred overnight. The ethanol was removed under reduced pressure and th... The reactants are ice water, C(CC)S (n-propanethiol), BrC1=C(SC=C1Br)C(=O)C=1SC=CC1 (1-(3,4-dibromo-2-thienyl)-1-(2-thienyl)methanone), CC(C)([O-])C.[K+] (potassium-t-butoxide). Run in CN(C=O)C (dimethylformamide). Reaction conditions: time 5 minute. The product is BrC=1C(=C(SC1)CC=1SC=CC1)SCCC (1-[4-bromo-3-(propylthio)-2-thienyl]-1-(2-thienyl)methane). RXN SMILES: CC(C)([O-])C.[K+].[CH2:7]([SH:10])[CH2:8][CH3:9].Br[C:12]1[C:16]([Br:17])=[CH:15][S:14][C:13]=1[C:18]([C:20]1[S:21][CH:22]=[CH:23][CH:24]=1)=O>CN(C)C=O>[Br:17][C:16]1[C:12]([S:10][CH2:7][CH2:8][CH3:9])=[C:13]([CH2:18][C:20]2[S:21][CH:22]=[CH:23][CH:24]=2)[S:14][CH:15]=1 |f:0.1|. Procedure: To a cloudy solution of 80 mL of dimethylformamide containing 3.7 g of potassium-t-butoxide, under a nitrogen blanket and cooled to 0°,was added 3.0 mL of n-propanethiol. This mixture was stirred for 5 minutes and then 12 g of the product of Example 8 was added in one portion. After stirring for 3 hours at room temperature, the mixture was poured into 400 mL of ice-water and extracted with methylene chloride. The organic layer was washed with 1N NaOH (aq), water and dried (MgSO4). Filtration and... The reactants are Amide, NC1=CC=C(C=C1)C=1SC2=C(N1)C=CC(=C2)OC (2-(4-aminophenyl)-6-methoxybenzothiazole), C(C)(=O)OC1=CC=C(C(=O)Cl)C=C1 (4-acetoxybenzoyl chloride). The solvent is N1=CC=CC=C1 (pyridine). Product: C(C)(=O)OC1=CC=C(C(=O)NC2=CC=C(C=C2)C=2SC3=C(N2)C=CC(=C3)OC)C=C1 (4-Acetoxy-N-[4-(6-methoxybenzothiazol-2-yl)-phenyl]-benzamide). The yield is 94.3%. As a reaction SMILES: [NH2:1][C:2]1[CH:7]=[CH:6][C:5]([C:8]2[S:9][C:10]3[CH:16]=[C:15]([O:17][CH3:18])[CH:14]=[CH:13][C:11]=3[N:12]=2)=[CH:4][CH:3]=1.[C:19]([O:22][C:23]1[CH:31]=[CH:30][C:26]([C:27](Cl)=[O:28])=[CH:25][CH:24]=1)(=[O:21])[CH3:20]>N1C=CC=CC=1>[C:19]([O:22][C:23]1[CH:31]=[CH:30][C:26]([C:27]([NH:1][C:2]2[CH:3]=[CH:4][C:5]([C:8]3[S:9][C:10]4[CH:16]=[C:15]([O:17][CH3:18])[CH:14]=[CH:13][C:11]=4[N:12]=3)=[CH:6][CH:7]=2)=[O:28])=[CH:25][CH:24]=1)(=[O:21])[CH3:20]. Reported procedure: Prepared as described in the Amide Coupling section above using 2-(4-aminophenyl)-6-methoxybenzothiazole (0.25 g, 0.976 mmol) and 4-acetoxybenzoyl chloride (0.22 g, 1.07 mmol) in dry pyridine (10 ml) to give the title compound (0.385 g, 94%) as a colourless solid after work-up.